From a dataset of the Open Reaction Database (ORD), a public repository of structured organic reaction records. describe an organic reaction: reactants, conditions, products, and yield The reactants are ClCCl, CC(C)(C)OC(=O)Cc1ccc(C(F)(F)F)c2ncccc12, O=C(O)C(F)(F)F. Product: O=C(O)Cc1ccc(C(F)(F)F)c2ncccc12. Reaction SMILES: [Cl:30][CH2:31][Cl:32].[F:1][C:2]([c:3]1[cH:4][cH:5][c:6]([CH2:13][C:14](=[O:15])[O:16][C:17]([CH3:18])([CH3:19])[CH3:20])[c:7]2[cH:8][cH:9][cH:10][n:11][c:12]12)([F:21])[F:22].[F:23][C:24]([F:25])([F:26])[C:27]([OH:28])=[O:29]>>[F:1][C:2]([c:3]1[cH:4][cH:5][c:6]([CH2:13][C:14](=[O:15])[OH:16])[c:7]2[cH:8][cH:9][cH:10][n:11][c:12]12)([F:21])[F:22]. The reactants are C=C(C)COc1ccc(Br)cc1CN(CC)c1ccc(C(=O)O)nn1, CCN=C=NCCCN(C)C, CN(C)c1ccccn1, Cc1noc(C)c1S(N)(=O)=O, ClCCl, Cl. Product: C=C(C)COc1ccc(Br)cc1CN(CC)c1ccc(C(=O)NS(=O)(=O)c2c(C)noc2C)nn1. Reaction SMILES: [Br:1][c:2]1[cH:3][cH:4][c:5]([O:21][CH2:22][C:23](=[CH2:24])[CH3:25])[c:6]([CH2:7][N:8]([CH2:9][CH3:10])[c:11]2[cH:12][cH:13][c:14]([C:17](=[O:18])[OH:19])[n:15][n:16]2)[cH:20]1.[CH3:27][N:28]([CH3:29])[CH2:30][CH2:31][CH2:32][N:33]=[C:34]=[N:35][CH2:36][CH3:37].[CH3:38][N:39]([c:40]1[cH:41][cH:42][cH:43][cH:44][n:45]1)[CH3:46].[CH3:47][c:48]1[n:49][o:50][c:51]([CH3:57])[c:52]1[S:53](=[O:54])(=[O:55])[NH2:56].[Cl:58][CH2:59][Cl:60].[ClH:26]>>[Br:1][c:2]1[cH:3][cH:4][c:5]([O:21][CH2:22][C:23](=[CH2:24])[CH3:25])[c:6]([CH2:7][N:8]([CH2:9][CH3:10])[c:11]2[cH:12][cH:13][c:14]([C:17](=[O:19])[NH:56][S:53]([c:52]3[c:48]([CH3:47])[n:49][o:50][c:51]3[CH3:57])(=[O:54])=[O:55])[n:15][n:16]2)[cH:20]1. Starting materials: [OH-].[Na+] (sodium hydroxide), CO (methanol), C(C1=CC=CC=C1)[C@@H](C(=O)OC)N1C(=CC=C1C)C (methyl (S)-α-benzyl-2,5-dimethylpyrrole-1-acetate). Solvent: O (water). The product is C(C1=CC=CC=C1)[C@@H](C(=O)O)N1C(=CC=C1C)C ((S)-α-benzyl-2,5-dimethylpyrrole-1-acetic acid). RXN SMILES: [CH2:1]([C@H:8]([N:13]1[C:17]([CH3:18])=[CH:16][CH:15]=[C:14]1[CH3:19])[C:9]([O:11]C)=[O:10])[C:2]1[CH:7]=[CH:6][CH:5]=[CH:4][CH:3]=1.[OH-].[Na+].CO>O>[CH2:1]([C@H:8]([N:13]1[C:17]([CH3:18])=[CH:16][CH:15]=[C:14]1[CH3:19])[C:9]([OH:11])=[O:10])[C:2]1[CH:3]=[CH:4][CH:5]=[CH:6][CH:7]=1 |f:1.2|. Reported procedure: L-phenylalanyl methyl ester hydrochloride was converted into the corresponding free base by shaking with a sodium bicarbonate solution in ether and heated to 100° for 2.5 hours in glacial acetic acid with acetonylacetone. Thereafter, the solvent was evaporated and the residue was filtered with toluene over silica gel, to obtain methyl (S)-α-benzyl-2,5-dimethylpyrrole-1-acetate, MS: 258 (M+H)+. The ester so obtained was allowed to stand at room temperature for 1.5 hours with 1N sodium hydroxide s... Reactants: Clc1ncc(Br)c(Cl)n1, NC1CCCC1, CCC(CC)n1c(C)cc2cnc(Cl)nc21. Yields the product Cc1cc2cnc(Cl)nc2n1C1CCCC1. As a reaction SMILES: [Br:7][c:8]1[c:9]([Cl:10])[n:11][c:12]([Cl:13])[n:14][cH:15]1.[CH:1]1([NH2:2])[CH2:3][CH2:4][CH2:5][CH2:6]1.[Cl:16][c:17]1[n:18][cH:19][c:20]2[c:21]([n:22]1)[n:23]([CH:27]([CH2:28][CH3:29])[CH2:30][CH3:31])[c:24]([CH3:26])[cH:25]2>>[Cl:16][c:17]1[n:18][cH:19][c:20]2[c:21]([n:22]1)[n:23]([CH:27]1[CH2:28][CH2:29][CH2:31][CH2:30]1)[c:24]([CH3:26])[cH:25]2. The reactants are NC(CNC(=O)c1ccc2c(cnn2CCCNc2nccn2C(c2ccccc2)(c2ccccc2)c2ccccc2)c1)C(=O)O, O=C(O)C(F)(F)F. Yields the product NC(CNC(=O)c1ccc2c(cnn2CCCNc2ncc[nH]2)c1)C(=O)O. As a reaction SMILES: [NH2:1][CH:2]([C:3](=[O:4])[OH:5])[CH2:6][NH:7][C:8](=[O:9])[c:10]1[cH:11][c:12]2[cH:13][n:14][n:15]([CH2:19][CH2:20][CH2:21][NH:22][c:23]3[n:24]([C:28]([c:29]4[cH:30][cH:31][cH:32][cH:33][cH:34]4)([c:35]4[cH:36][cH:37][cH:38][cH:39][cH:40]4)[c:41]4[cH:42][cH:43][cH:44][cH:45][cH:46]4)[cH:25][cH:26][n:27]3)[c:16]2[cH:17][cH:18]1.[OH:47][C:48]([C:49]([F:50])([F:51])[F:52])=[O:53]>>[NH2:1][CH:2]([C:3](=[O:4])[OH:5])[CH2:6][NH:7][C:8](=[O:9])[c:10]1[cH:11][c:12]2[cH:13][n:14][n:15]([CH2:19][CH2:20][CH2:21][NH:22][c:23]3[nH:24][cH:25][cH:26][n:27]3)[c:16]2[cH:17][cH:18]1. Starting materials: NC=1C=C(C(=O)OC)C=CC1C (3-amino-4-methyl-benzoic acid, methyl ester), C(C)(C)N(C(C)C)CC (N,N-diisopropylethylamine), O (Water), BrCC#N (bromoacetonitrile). Run in O1CCCC1 (tetrahydrofuran). Run at time 12 hour. Product: C(#N)CNC=1C=C(C(=O)OC)C=CC1C (3-[(Cyanomethyl)amino]-4-methyl-benzoic acid, methyl ester). As a reaction SMILES: [NH2:1][C:2]1[CH:3]=[C:4]([CH:9]=[CH:10][C:11]=1[CH3:12])[C:5]([O:7][CH3:8])=[O:6].[CH:13]([N:16](CC)C(C)C)(C)[CH3:14].BrCC#N.O>O1CCCC1>[C:13]([CH2:14][NH:1][C:2]1[CH:3]=[C:4]([CH:9]=[CH:10][C:11]=1[CH3:12])[C:5]([O:7][CH3:8])=[O:6])#[N:16]. Reported procedure: To a stirred solution of 3-amino-4-methyl-benzoic acid, methyl ester (10.0 g) in dry tetrahydrofuran was added N,N-diisopropylethylamine (12.6 mL) followed by the addition of bromoacetonitrile (5.1 mL). The reaction was heated at reflux under an atmosphere of nitrogen with stirring for 12 h. Water was added and the mixture extracted with ethyl acetate. The pooled organics were washed with brine, dried (MgSO4), filtered and the solvent removed under reduced pressure to afford the subtitle compoun... The reactants are BrC1=CC2=C(NCCNC2)N=C1 (7-bromo-2,3,4,5-tetrahydro-1H-pyrido[2,3-e][1,4]diazepine), TEA, CS(=O)(=O)Cl (methanesulfonyl chloride). Solvent: C(Cl)Cl (CH2Cl2). Conditions: time 12 hour. The product is BrC1=CC2=C(NCCN(C2)S(=O)(=O)C)N=C1 (7-bromo-4-(methylsulfonyl)-2,3,4,5-tetrahydro-1H-pyrido[2,3-e][1,4]diazepine). The yield is 48.6%. RXN SMILES: [Br:1][C:2]1[CH:12]=[N:11][C:5]2[NH:6][CH2:7][CH2:8][NH:9][CH2:10][C:4]=2[CH:3]=1.[CH3:13][S:14](Cl)(=[O:16])=[O:15]>C(Cl)Cl>[Br:1][C:2]1[CH:12]=[N:11][C:5]2[NH:6][CH2:7][CH2:8][N:9]([S:14]([CH3:13])(=[O:16])=[O:15])[CH2:10][C:4]=2[CH:3]=1. Reported procedure: To a solution of 7-bromo-2,3,4,5-tetrahydro-1H-pyrido[2,3-e][1,4]diazepine (432 mg, 1.89 mmol) and TEA (0.28 mL, 2.02 mmol) in anhydrous CH2Cl2 (20 mL) under argon was added methanesulfonyl chloride (0.16 mL, 2.06 mmol). The mixture was stirred for 12 h at room temperature. Mixture was then concentrated to a brown solid and redissolved in a 2:1 MeOH:DMSO mixture. Purification by preparative HPLC (water/acetonitrile/0.05% TFA mixture) gave the title compound (7-bromo-4-(methylsulfonyl)-2,3,4,5-te... Starting materials: BrCc1ccccc1, O=C([O-])[O-], CCOc1cc2c(cc1O)CCC1C2CCC2(C)C(O)CCC12, CCO, [K+], [K+]. Yields the product CCOc1cc2c(cc1OCc1ccccc1)CCC1C2CCC2(C)C(O)CCC12. Reaction SMILES: [Br:1][CH2:2][c:3]1[cH:4][cH:5][cH:6][cH:7][cH:8]1.[C:32](=[O:33])([O-:34])[O-:35].[CH2:9]([CH3:10])[O:11][c:12]1[c:13]([OH:31])[cH:14][c:15]2[c:28]([cH:29]1)[CH:27]1[CH:18]([CH2:17][CH2:16]2)[CH:19]2[CH2:20][CH2:21][CH:22]([OH:30])[C:23]2([CH3:24])[CH2:25][CH2:26]1.[CH3:38][CH2:39][OH:40].[K+:36].[K+:37]>>[CH2:2]([c:3]1[cH:4][cH:5][cH:6][cH:7][cH:8]1)[O:31][c:13]1[c:12]([O:11][CH2:9][CH3:10])[cH:29][c:28]2[c:15]([cH:14]1)[CH2:16][CH2:17][CH:18]1[CH:19]3[CH2:20][CH2:21][CH:22]([OH:30])[C:23]3([CH3:24])[CH2:25][CH2:26][CH:27]12. Reactants: C1CCOC1, CC(=O)Cl, CSc1ncnc2cc(N)ncc12, O. The product is CSc1ncnc2cc(NC(C)=O)ncc12. As a reaction SMILES: [CH2:19]1[O:20][CH2:21][CH2:22][CH2:23]1.[CH3:1][C:2]([Cl:3])=[O:4].[NH2:5][c:6]1[cH:7][c:8]2[n:9][cH:10][n:11][c:12]([S:16][CH3:17])[c:13]2[cH:14][n:15]1.[OH2:18]>>[CH3:1][C:2](=[O:4])[NH:5][c:6]1[cH:7][c:8]2[n:9][cH:10][n:11][c:12]([S:16][CH3:17])[c:13]2[cH:14][n:15]1.